This data is from the Open Reaction Database (ORD), a public repository of structured organic reaction records. The task is: describe an organic reaction: reactants, conditions, products, and yield Reactants: CCCCO, Nc1nc(Cl)nc2nc[nH]c12, [Na], O. Yields the product CCCCOc1nc(N)c2[nH]cnc2n1. As a reaction SMILES: [CH2:2]([CH2:3][CH2:4][CH3:5])[OH:6].[Cl:7][c:8]1[n:9][c:10]([NH2:17])[c:11]2[nH:12][cH:13][n:14][c:15]2[n:16]1.[Na:1].[OH2:18]>>[CH2:2]([CH2:3][CH2:4][CH3:5])[O:6][c:8]1[n:9][c:10]([NH2:17])[c:11]2[nH:12][cH:13][n:14][c:15]2[n:16]1. Starting materials: ClC(Cl)Cl, COC1CCC(n2c(=O)n(C)c3c(Cl)nc(-n4cnc5ccc(C#N)cc54)nc32)CC1, C[Si](C)(C)I. Reaction SMILES: [CH:37]([Cl:38])([Cl:39])[Cl:40].[Cl:1][c:2]1[c:3]2[n:4]([CH3:31])[c:5](=[O:30])[n:6]([CH:22]3[CH2:23][CH2:24][CH:25]([O:28][CH3:29])[CH2:26][CH2:27]3)[c:7]2[n:8][c:9](-[n:11]2[cH:12][n:13][c:14]3[c:15]2[cH:16][c:17]([C:20]#[N:21])[cH:18][cH:19]3)[n:10]1.[I:32][Si:33]([CH3:34])([CH3:35])[CH3:36]>>[Cl:1][c:2]1[c:3]2[n:4]([CH3:31])[c:5](=[O:30])[n:6]([CH:22]3[CH2:23][CH2:24][CH:25]([OH:28])[CH2:26][CH2:27]3)[c:7]2[n:8][c:9](-[n:11]2[cH:12][n:13][c:14]3[c:15]2[cH:16][c:17]([C:20]#[N:21])[cH:18][cH:19]3)[n:10]1. Yields the product Cn1c(=O)n(C2CCC(O)CC2)c2nc(-n3cnc4ccc(C#N)cc43)nc(Cl)c21. Reactants: COc1ccc(O)c(C(C)C)c1, ClCCl, O, Cc1ccc(S(=O)(=O)Cl)cc1. Product: COc1ccc(OS(=O)(=O)c2ccc(C)cc2)c(C(C)C)c1. Reaction SMILES: [CH:1]([CH3:2])([CH3:3])[c:4]1[c:5]([OH:12])[cH:6][cH:7][c:8]([O:10][CH3:11])[cH:9]1.[Cl:25][CH2:26][Cl:27].[OH2:24].[c:13]1([CH3:23])[cH:14][cH:15][c:16]([S:19](=[O:20])(=[O:21])[Cl:22])[cH:17][cH:18]1>>[CH:1]([CH3:2])([CH3:3])[c:4]1[c:5]([O:12][S:19]([c:16]2[cH:15][cH:14][c:13]([CH3:23])[cH:18][cH:17]2)(=[O:20])=[O:21])[cH:6][cH:7][c:8]([O:10][CH3:11])[cH:9]1. Reactants: [H-].[Na+] (Sodium hydride), COC1=CC=C(C=C1)N1N=C(C2=C1C(NCC2)=O)C(F)(F)F (1-(4-Methoxy-phenyl)-3-trifluoromethyl-1,4,5,6-tetrahydro-pyrazolo[3,4-c]pyridin-7-one), BrCCC#N (3-bromopropionitrile). Run in CN(C=O)C (N,N-dimethylformamide). Reaction conditions: temperature 0 celsius, time 8 hour. Yields the product COC1=CC=C(C=C1)N1N=C(C2=C1C(N(CC2)CCC#N)=O)C(F)(F)F (3-[1-(4-Methoxy-phenyl)-7-oxo-3-trifluoromethyl-1,4,5,7-tetrahydro-pyrazolo[3,4-c]pyridin-6-yl]-propionitrile). The yield is 88.0%. RXN SMILES: [CH3:1][O:2][C:3]1[CH:8]=[CH:7][C:6]([N:9]2[C:13]3[C:14](=[O:18])[NH:15][CH2:16][CH2:17][C:12]=3[C:11]([C:19]([F:22])([F:21])[F:20])=[N:10]2)=[CH:5][CH:4]=1.[H-].[Na+].Br[CH2:26][CH2:27][C:28]#[N:29]>CN(C)C=O>[CH3:1][O:2][C:3]1[CH:4]=[CH:5][C:6]([N:9]2[C:13]3[C:14](=[O:18])[N:15]([CH2:26][CH2:27][C:28]#[N:29])[CH2:16][CH2:17][C:12]=3[C:11]([C:19]([F:22])([F:20])[F:21])=[N:10]2)=[CH:7][CH:8]=1 |f:1.2|. Procedure: 1-(4-Methoxy-phenyl)-3-trifluoromethyl-1,4,5,6-tetrahydro-pyrazolo[3,4-c]pyridin-7-one (1.00 g, 3.213 mmol) was dissolved in N,N-dimethylformamide (75 mL) and cooled to 0° C. Sodium hydride (60%, 0.321 g, 8.032 mmol) was added followed by 3-bromopropionitrile (0.533 mL, 6.425 mmol). The reaction was stirred at rt overnight, quenched with 1N hydrochloric acid (250 mL), extracted with ethyl acetate (3×200 mL), washed with water (2×200 mL), washed with brine (1×200 mL), dried over MgSO4, concentrat... The reactants are ice, ClC(=O)C1=CC=C(C=C1)C(C)(C)C1=CC=C(C=C1)C(=O)Cl (2,2-bis-(4-chloroformylphenyl)propane), FC1=CC=CC=C1 (fluorobenzene), Cl (HCl), [Cl-].[Al+3].[Cl-].[Cl-] (aluminum chloride). Reaction conditions: temperature 55 celsius, time 12 hour. The product is FC1=CC=C(C(=O)C2=CC=C(C=C2)C(C)(C)C2=CC=C(C=C2)C(C2=CC=C(C=C2)F)=O)C=C1 (2,2-Bis-[4-(4-fluorobenzoyl)phenyl]propane). Isolated yield 73.0%. Reaction SMILES: Cl[C:2]([C:4]1[CH:9]=[CH:8][C:7]([C:10]([C:13]2[CH:18]=[CH:17][C:16]([C:19](Cl)=[O:20])=[CH:15][CH:14]=2)([CH3:12])[CH3:11])=[CH:6][CH:5]=1)=[O:3].[Cl-].[Al+3].[Cl-].[Cl-].Cl.[F:27][C:28]1[CH:33]=[CH:32][CH:31]=[CH:30][CH:29]=1>>[F:27][C:28]1[CH:33]=[CH:32][C:31]([C:2]([C:4]2[CH:9]=[CH:8][C:7]([C:10]([C:13]3[CH:18]=[CH:17][C:16]([C:19](=[O:20])[C:31]4[CH:32]=[CH:33][C:28]([F:27])=[CH:29][CH:30]=4)=[CH:15][CH:14]=3)([CH3:12])[CH3:11])=[CH:6][CH:5]=2)=[O:3])=[CH:30][CH:29]=1 |f:1.2.3.4|. Reported procedure: A 250-ml, round-bottom flask was purged with argon and filled with 15.8653 g (0.0494 mol) of 2,2-bis-(4-chloroformylphenyl)propane (6HDAC) and 100 mL of fluorobenzene. To this solution was added with stirring 18.5 grams of anhydrous aluminum chloride in small portions over a 5-minute period. A small amount of heat was given off as evidenced by a slight rise in the temperature of the solution. The yellow reaction mixture was heated to 50-60° C. for 1.5 hours. The reaction progress was monitored b... The reactants are [Cl-].[Al+3].[Cl-].[Cl-] (aluminum chloride), [H-].[Al+3].[Li+].[H-].[H-].[H-] (lithium aluminum hydride), COC=1C=C2C(=CC=NC2=C(C1)NC(CCCCCN1CCN(CC1)C1=NC=CC=C1)=O)C (N-(6-methoxy-4-methyl-8-quinolinyl)-6-[4-(2-pyridinyl)-1-piperazinyl]hexanamide), hydrate, [OH-].[Na+] (sodium hydroxide). Run in O1CCCC1 (tetrahydrofuran), O1CCCC1 (tetrahydrofuran), O1CCCC1 (tetrahydrofuran), O (water). Product: COC=1C=C2C(=CC=NC2=C(C1)NCCCCCCN1CCN(CC1)C1=NC=CC=C1)C (6-Methoxy-4-methyl-N-[6-[4-(2-pyridinyl)-1-piperazinyl]hexyl]-8-quinolinamine). The yield is 66.3%. RXN SMILES: [Cl-].[Al+3].[Cl-].[Cl-].[H-].[Al+3].[Li+].[H-].[H-].[H-].[CH3:11][O:12][C:13]1[CH:14]=[C:15]2[C:20](=[C:21]([NH:23][C:24](=O)[CH2:25][CH2:26][CH2:27][CH2:28][CH2:29][N:30]3[CH2:35][CH2:34][N:33]([C:36]4[CH:41]=[CH:40][CH:39]=[CH:38][N:37]=4)[CH2:32][CH2:31]3)[CH:22]=1)[N:19]=[CH:18][CH:17]=[C:16]2[CH3:43].[OH-].[Na+]>O1CCCC1.O>[CH3:11][O:12][C:13]1[CH:14]=[C:15]2[C:20](=[C:21]([NH:23][CH2:24][CH2:25][CH2:26][CH2:27][CH2:28][CH2:29][N:30]3[CH2:31][CH2:32][N:33]([C:36]4[CH:41]=[CH:40][CH:39]=[CH:38][N:37]=4)[CH2:34][CH2:35]3)[CH:22]=1)[N:19]=[CH:18][CH:17]=[C:16]2[CH3:43] |f:0.1.2.3,4.5.6.7.8.9,11.12|. Procedure: A cold (-40°) slurry of 1.7 g (0.0127 mole) of anhydrous aluminum chloride in 50 ml of tetrahydrofuran was added to an equally cold suspension of 1.35 g (0.0355 mole) of lithium aluminum hydride in 30 ml of tetrahydrofuran. The mixture was stirred and allowed to warm to -10°. A solution of 3.3 g (0.0073 mole) of N-(6-methoxy-4-methyl-8-quinolinyl)-6-[4-(2-pyridinyl)-1-piperazinyl]hexanamide, 0.2 hydrate in 100 ml of tetrahydrofuran was added to the mixture dropwise, with stirring. The mixture wa... Starting materials: ClC=1SC2=C(N1)C=CC(=C2)[N+](=O)[O-] (2-chloro-6-nitrobenzothiazole), N (ammonia). Yields the product NC=1SC2=C(N1)C=CC(=C2)[N+](=O)[O-] (2-amino-6-nitrobenzothiazole). Reaction SMILES: Cl[C:2]1[S:3][C:4]2[CH:10]=[C:9]([N+:11]([O-:13])=[O:12])[CH:8]=[CH:7][C:5]=2[N:6]=1.[NH3:14]>>[NH2:14][C:2]1[S:3][C:4]2[CH:10]=[C:9]([N+:11]([O-:13])=[O:12])[CH:8]=[CH:7][C:5]=2[N:6]=1. Reported procedure: Various processes for the preparation of 2-amino-6-nitrobenzothiazole are known. For example Pubbl. ist. chim. univ. Bologna No. 2, 3-10 (1943); Chemical Abstracts 41:754 discloses the chlorination of 2-mercaptobenzothiazole to give 2-chlorobenzothiazole which is then treated with nitric and sulfuric acids to give 2-chloro-6-nitrobenzothiazole. The 2-chloro-6-nitrobenzothiazole is then treated with alcoholic ammonia under pressure at 140° to give 2-amino-6-nitrobenzothiazole. No yields are state...